From a dataset of the Open Reaction Database (ORD), a public repository of structured organic reaction records. describe an organic reaction: reactants, conditions, products, and yield The reactants are O=C([O-])[O-], CCN(CC)CCCl, CC(C)=O, [K+], [K+], O=C(c1ccc(O)cc1)c1oc2ccccc2c1-c1ccccc1. Yields the product CCN(CC)CCOc1ccc(C(=O)c2oc3ccccc3c2-c2ccccc2)cc1. Reaction SMILES: [C:33](=[O:34])([O-:35])[O-:36].[CH2:25]([CH3:26])[N:27]([CH2:28][CH2:29][Cl:30])[CH2:31][CH3:32].[CH3:39][C:40](=[O:41])[CH3:42].[K+:37].[K+:38].[OH:1][c:2]1[cH:3][cH:4][c:5]([C:6](=[O:7])[c:8]2[o:9][c:10]3[c:11]([c:12]2-[c:13]2[cH:14][cH:15][cH:16][cH:17][cH:18]2)[cH:19][cH:20][cH:21][cH:22]3)[cH:23][cH:24]1>>[O:1]([c:2]1[cH:3][cH:4][c:5]([C:6](=[O:7])[c:8]2[o:9][c:10]3[c:11]([c:12]2-[c:13]2[cH:14][cH:15][cH:16][cH:17][cH:18]2)[cH:19][cH:20][cH:21][cH:22]3)[cH:23][cH:24]1)[CH2:29][CH2:28][N:27]([CH2:25][CH3:26])[CH2:31][CH3:32]. The reactants are N(=O)OCCC(C)C (isopentyl nitrite), OP=O (hypophosphorus acid), NC1=C(C=CC(=C1)C(F)(F)F)N1N=C(C(=N1)C(=O)OCC)OC1=CC(=CC=C1)OC(F)(F)F (ethyl 2-[2-amino-4-(trifluoromethyl)phenyl]-5-[3-(trifluoromethoxy)phenoxy]-2H-1,2,3-triazole-4-carboxylate), C(C)OC(=O)C1=NN(N=C1OC1=CC(=CC=C1)OC(F)(F)F)C1=C(C=C(C=C1)C(F)(F)F)N (2-(2-amino-4-trifluoromethyl-phenyl)-5-(3-trifluoromethoxy-phenoxy)-2H-[1,2,3]triazole-4-carboxylic acid ethyl ester), S(O)(O)(=O)=O (sulfuric acid). Run in [Cl-].[Na+] (sodium chloride), C(C)O (ethanol). Conditions: temperature -20 celsius, time 1 hour. The product is FC(OC=1C=C(OC=2C(=NN(N2)C2=CC=C(C=C2)C(F)(F)F)C(=O)OCC)C=CC1)(F)F (ethyl 5-[3-(trifluoromethoxy)phenoxy]-2-[4-(trifluoromethyl)phenyl]-2H-1,2,3-triazole-4-carboxylate). As a reaction SMILES: N[C:2]1[CH:7]=[C:6]([C:8]([F:11])([F:10])[F:9])[CH:5]=[CH:4][C:3]=1[N:12]1[N:16]=[C:15]([C:17]([O:19][CH2:20][CH3:21])=[O:18])[C:14]([O:22][C:23]2[CH:28]=[CH:27][CH:26]=[C:25]([O:29][C:30]([F:33])([F:32])[F:31])[CH:24]=2)=[N:13]1.S(=O)(=O)(O)O.N(OCCC(C)C)=O.OP=O>C(O)C.[Cl-].[Na+]>[F:33][C:30]([F:31])([F:32])[O:29][C:25]1[CH:24]=[C:23]([CH:28]=[CH:27][CH:26]=1)[O:22][C:14]1[C:15]([C:17]([O:19][CH2:20][CH3:21])=[O:18])=[N:16][N:12]([C:3]2[CH:4]=[CH:5][C:6]([C:8]([F:11])([F:10])[F:9])=[CH:7][CH:2]=2)[N:13]=1 |f:5.6|. Procedure details: To a solution of ethyl 2-[2-amino-4-(trifluoromethyl)phenyl]-5-[3-(trifluoromethoxy)phenoxy]-2H-1,2,3-triazole-4-carboxylate (i.e. the product of Step G, 0.70 g, 1.5 mmol) in ethanol (20 mL) was added concentrated sulfuric acid (2 mL). The stirring mixture was cooled to −20° C., and then isopentyl nitrite (0.91 g, 8.8 mmol) was added dropwise over 5 min. The reaction mixture was stirred at −20° C. for 1 h, after which an aqueous solution of hypophosphorus acid (3.9 g, 29.4 mmol, 50% in water) wa... The reactants are CCOC(=O)C (EtOAc), BrC1=CN=C2N1C=C(C=C2)CC2=CN=C1N2N=C(C=C1)C=1C=NN(C1)C (3-(3-Bromo-imidazo[1,2-a]pyridin-6-ylmethyl)-6-(1-methyl-1H-pyrazol-4-yl)-imidazo[1,2-b]pyridazine), CN1N=CC(=C1)B1OC(C(O1)(C)C)(C)C (1-methyl-4-(4,4,5,5-tetramethyl-1,3,2-dioxaborolan-2-yl)-1H-pyrazole), C(=O)([O-])[O-].[Na+].[Na+] (Na2CO3). Reagents/catalysts: C=1C=CC(=CC1)[P](C=2C=CC=CC2)(C=3C=CC=CC3)[Pd]([P](C=4C=CC=CC4)(C=5C=CC=CC5)C=6C=CC=CC6)([P](C=7C=CC=CC7)(C=8C=CC=CC8)C=9C=CC=CC9)[P](C=1C=CC=CC1)(C=1C=CC=CC1)C=1C=CC=CC1 (tetrakis(triphenylphosphine)palladium). The solvent is COCCOC (DME). Run at temperature 150 celsius. Product: CN1N=CC(=C1)C=1C=CC=2N(N1)C(=CN2)CC=2C=CC=1N(C2)C(=CN1)C=1C=NN(C1)C (6-(1-Methyl-1H-pyrazol-4-yl)-3-[3-(1-methyl-1H-pyrazol-4-yl)-imidazo[1,2-a]pyridin-6-ylmethyl]-imidazo[1,2-b]pyridazine). RXN SMILES: Br[C:2]1[N:6]2[CH:7]=[C:8]([CH2:11][C:12]3[N:16]4[N:17]=[C:18]([C:21]5[CH:22]=[N:23][N:24]([CH3:26])[CH:25]=5)[CH:19]=[CH:20][C:15]4=[N:14][CH:13]=3)[CH:9]=[CH:10][C:5]2=[N:4][CH:3]=1.[CH3:27][N:28]1[CH:32]=[C:31](B2OC(C)(C)C(C)(C)O2)[CH:30]=[N:29]1.C([O-])([O-])=O.[Na+].[Na+].CCOC(C)=O>COCCOC.C1C=CC([P]([Pd]([P](C2C=CC=CC=2)(C2C=CC=CC=2)C2C=CC=CC=2)([P](C2C=CC=CC=2)(C2C=CC=CC=2)C2C=CC=CC=2)[P](C2C=CC=CC=2)(C2C=CC=CC=2)C2C=CC=CC=2)(C2C=CC=CC=2)C2C=CC=CC=2)=CC=1>[CH3:26][N:24]1[CH:25]=[C:21]([C:18]2[CH:19]=[CH:20][C:15]3[N:16]([C:12]([CH2:11][C:8]4[CH:9]=[CH:10][C:5]5[N:6]([C:2]([C:31]6[CH:30]=[N:29][N:28]([CH3:27])[CH:32]=6)=[CH:3][N:4]=5)[CH:7]=4)=[CH:13][N:14]=3)[N:17]=2)[CH:22]=[N:23]1 |f:2.3.4,^1:63,65,84,103|. Procedure details: 3-(3-Bromo-imidazo[1,2-a]pyridin-6-ylmethyl)-6-(1-methyl-1H-pyrazol-4-yl)-imidazo[1,2-b]pyridazine (Example 296, 77 mg, 0.189 mmol) was dissolved in DME (0.629 mL) with 1-methyl-4-(4,4,5,5-tetramethyl-1,3,2-dioxaborolan-2-yl)-1H-pyrazole (39.2 mg, 0.189 mmol), 2 M Na2CO3 solution (0.339 mL, 0.679 mmol) and tetrakis(triphenylphosphine)palladium (10.9 mg, 0.009 mmol). The RM was heated at 150° C. 5 min under microwave irradiations. It was taken up with EtOAc and washed with 10% Na2CO3 solution and... Reactants: C(#N)C=P(CCCC)(CCCC)CCCC (Cyanomethylenetributylphosphorane), C(C)(C)(C)OC(=O)N1C[C@H](OC[C@H]1CO)CCC1=C(C=CC=C1)NC([C@H](C(C1=CC=CC=C1)C1=CC=CC=C1)NC(=O)OC)=O ((2R,5R)-5-hydroxymethyl-2-{2-[2-((S)-2-methoxycarbonylamino-3,3-diphenyl-propionylamino)-phenyl]-ethyl}-morpholine-4-carboxylic acid tert-butyl ester), C1(=CC=CC=C1)S (thiophenol). Run in C1(=CC=CC=C1)C (toluene). Run at temperature 90 celsius, time 2 hour. Product: COC(=O)N[C@@H](C(C1=CC=CC=C1)C1=CC=CC=C1)C(=O)NC1=C(C=CC=C1)CC[C@@H]1CN([C@@H](CO1)CSC1=CC=CC=C1)C(=O)OC(C)(C)C (tert-butyl (2R,5S)-2-[2-(2-{[N-(methoxycarbonyl)-β-phenyl-L-phenylalanyl]amino}phenyl)ethyl]-5-[(phenylsulfanyl)methyl]morpholine-4-carboxylate). Reaction SMILES: C(C=P(CCCC)(CCCC)CCCC)#N.[C:17]([O:21][C:22]([N:24]1[C@H:29]([CH2:30]O)[CH2:28][O:27][C@H:26]([CH2:32][CH2:33][C:34]2[CH:39]=[CH:38][CH:37]=[CH:36][C:35]=2[NH:40][C:41](=[O:61])[C@@H:42]([NH:56][C:57]([O:59][CH3:60])=[O:58])[CH:43]([C:50]2[CH:55]=[CH:54][CH:53]=[CH:52][CH:51]=2)[C:44]2[CH:49]=[CH:48][CH:47]=[CH:46][CH:45]=2)[CH2:25]1)=[O:23])([CH3:20])([CH3:19])[CH3:18].[C:62]1([SH:68])[CH:67]=[CH:66][CH:65]=[CH:64][CH:63]=1>C1(C)C=CC=CC=1>[CH3:60][O:59][C:57]([NH:56][C@H:42]([C:41]([NH:40][C:35]1[CH:36]=[CH:37][CH:38]=[CH:39][C:34]=1[CH2:33][CH2:32][C@H:26]1[O:27][CH2:28][C@@H:29]([CH2:30][S:68][C:62]2[CH:67]=[CH:66][CH:65]=[CH:64][CH:63]=2)[N:24]([C:22]([O:21][C:17]([CH3:20])([CH3:18])[CH3:19])=[O:23])[CH2:25]1)=[O:61])[CH:43]([C:50]1[CH:51]=[CH:52][CH:53]=[CH:54][CH:55]=1)[C:44]1[CH:49]=[CH:48][CH:47]=[CH:46][CH:45]=1)=[O:58]. Procedure details: Cyanomethylenetributylphosphorane (2 eq) was added to a stirred mixture of (2R,5R)-5-hydroxymethyl-2-{2-[2-((S)-2-methoxycarbonylamino-3,3-diphenyl-propionylamino)-phenyl]-ethyl}-morpholine-4-carboxylic acid tert-butyl ester (1 eq) and thiophenol (1.5 eq) in toluene (0.04 M). The mixture was stirred at 90° C. for 2 h, cooled to room temperature and evaporated to dryness. The residue was purified by automated silica gel flash chromatography system eluted with a gradient 0% to 100% of EtOAc/Hex to... Starting materials: O=C1OC(=O)C2=C1CCCC2, CCOC(C)=O, Nc1cc(OC2CCCC2)c(Cl)cc1F, O. Yields the product O=C1C2=C(CCCC2)C(=O)N1c1cc(OC2CCCC2)c(Cl)cc1F. Reaction SMILES: [C:16]1(=[O:26])[C:17]2=[C:18]([C:19](=[O:20])[O:21]1)[CH2:22][CH2:23][CH2:24][CH2:25]2.[CH3:28][CH2:29][O:30][C:31](=[O:32])[CH3:33].[Cl:1][c:2]1[cH:3][c:4]([F:15])[c:5]([NH2:6])[cH:7][c:8]1[O:9][CH:10]1[CH2:11][CH2:12][CH2:13][CH2:14]1.[OH2:27]>>[Cl:1][c:2]1[cH:3][c:4]([F:15])[c:5]([N:6]2[C:16](=[O:21])[C:17]3=[C:18]([C:19]2=[O:20])[CH2:22][CH2:23][CH2:24][CH2:25]3)[cH:7][c:8]1[O:9][CH:10]1[CH2:11][CH2:12][CH2:13][CH2:14]1. The reactants are C(C)(C)(C)OC(=O)N[C@H]1[C@H]([C@@H](C2=CC=CC=C2C1)OC(C)C)O ((±)-(1R,2R,3R)-3-tert-butoxycarbonylamino -1,2,3,4-tetrahydro-1-isopropyloxy-2-naphthalenol), CC(=O)OI1(C=2C=CC=CC2C(=O)O1)(OC(=O)C)OC(=O)C (Dess-Martin periodinane). Solvent: C(Cl)Cl (methylene chloride). Yields the product C(C)(C)(C)OC(=O)NC1C(C(C2=CC=CC=C2C1)OC(C)C)=O (3-Tert-butoxycarbonylamino-3,4-dihydro-1-isopropyloxy-2(1H)-naphthalenone). Yield: 76.5%. As a reaction SMILES: [C:1]([O:5][C:6]([NH:8][C@@H:9]1[CH2:18][C:17]2[C:12](=[CH:13][CH:14]=[CH:15][CH:16]=2)[C@@H:11]([O:19][CH:20]([CH3:22])[CH3:21])[C@@H:10]1[OH:23])=[O:7])([CH3:4])([CH3:3])[CH3:2].CC(OI1(OC(C)=O)(OC(C)=O)OC(=O)C2C=CC=CC1=2)=O>C(Cl)Cl>[C:1]([O:5][C:6]([NH:8][CH:9]1[CH2:18][C:17]2[C:12](=[CH:13][CH:14]=[CH:15][CH:16]=2)[CH:11]([O:19][CH:20]([CH3:21])[CH3:22])[C:10]1=[O:23])=[O:7])([CH3:4])([CH3:3])[CH3:2]. Procedure: Under argon to a solution of (±)-(1R,2R,3R)-3-tert-butoxycarbonylamino -1,2,3,4-tetrahydro-1-isopropyloxy-2-naphthalenol (50 mg) in anhydrous methylene chloride (4 ml) was added Dess-Martin periodinane (100 mg). Agitation was maintained at room temperature for 2 hours. The reaction mixture was filtered on a silica gel column (10 g, elution ethyl acetate:cyclohexane, 1:9) to afford the title compound as an oil (38 mg). Reactants: Cl.C1(CC1)CNC(C=C1CCNCC1)=O (N-(cyclopropylmethyl)-2-(piperidin-4-ylidene)acetamide hydrochloride), FC1=CC=C(C(C2=CC=C(C=C2)F)Cl)C=C1 (4,4′-difluorobenzhydryl chloride), C(=O)([O-])[O-].[K+].[K+] (K2CO3). Run in C(C)#N (acetonitrile). Product: FC1=CC=C(C=C1)C(N1CCC(CC1)=CC(=O)NCC1CC1)C1=CC=C(C=C1)F (2-(1-(bis(4-fluorophenyl)methyl)piperidin-4-ylidene)-N-(cyclopropylmethyl)acetamide). The yield is 77.8%. Reaction SMILES: Cl.[CH:2]1([CH2:5][NH:6][C:7](=[O:15])[CH:8]=[C:9]2[CH2:14][CH2:13][NH:12][CH2:11][CH2:10]2)[CH2:4][CH2:3]1.[F:16][C:17]1[CH:31]=[CH:30][C:20]([CH:21](Cl)[C:22]2[CH:27]=[CH:26][C:25]([F:28])=[CH:24][CH:23]=2)=[CH:19][CH:18]=1.C([O-])([O-])=O.[K+].[K+]>C(#N)C>[F:16][C:17]1[CH:18]=[CH:19][C:20]([CH:21]([C:22]2[CH:27]=[CH:26][C:25]([F:28])=[CH:24][CH:23]=2)[N:12]2[CH2:13][CH2:14][C:9](=[CH:8][C:7]([NH:6][CH2:5][CH:2]3[CH2:4][CH2:3]3)=[O:15])[CH2:10][CH2:11]2)=[CH:30][CH:31]=1 |f:0.1,3.4.5|. Reported procedure: A mixture of N-(cyclopropylmethyl)-2-(piperidin-4-ylidene)acetamide hydrochloride (80.0 mg, 0.347 mmol) prepared in EXAMPLE 22e, 4,4′-difluorobenzhydryl chloride (0.105 ml, 0.555 mmol), K2CO3 (105 mg, 0.763 mmol) and KI (5.8 mg, 0.035 mmol) in acetonitrile (5 ml) was stirred under reflux for 12 hours. The reaction was quenched with H2O (20 ml), extracted with chloroform (30 ml×2), dried over MgSO4 and concentrated in vacuo. The residue was purified by column chromatography (ethyl acetate/hexane:... The reactants are BrB(Br)Br, ClCCl, CO, COc1cccc2c1CCCC2=O. Yields the product O=C1CCCc2c(O)cccc21. As a reaction SMILES: [B:14]([Br:15])([Br:16])[Br:17].[CH2:20]([Cl:21])[Cl:22].[CH3:18][OH:19].[CH3:1][O:2][c:3]1[c:4]2[c:9]([cH:10][cH:11][cH:12]1)[C:8](=[O:13])[CH2:7][CH2:6][CH2:5]2>>[OH:2][c:3]1[c:4]2[c:9]([cH:10][cH:11][cH:12]1)[C:8](=[O:13])[CH2:7][CH2:6][CH2:5]2.